This data is from the Open Reaction Database (ORD), a public repository of structured organic reaction records. The task is: describe an organic reaction: reactants, conditions, products, and yield The reactants are C(=O)([O-])[O-].[Cs+].[Cs+] (Cs2CO3), FC1=CC=C(C=O)C=C1 (4-fluorobenzaldehye), COC=1C=C2C=C(C(=C(C2=CC1)OCOC)C1=CSC=C1)C (3-(6-Methoxy-1-(methoxymethoxy)-3-methyl-naphthalen-2-yl)-thiophene). Run in O (water), CCOC(=O)C (EtOAc), Cl.O1CCOCC1 (HCl Dioxane). Yields the product COC=1C=C2C=C(C(=C(C2=CC1)OC1=CC=C(C=O)C=C1)C1=CSC=C1)C (4-(6-Methoxy-3-methyl-2-thiophen-3-yl-naphthalen-1-yloxy)-benzaldehyde). Yield: 73.8%. Reaction SMILES: [CH3:1][O:2][C:3]1[CH:4]=[C:5]2[C:10](=[CH:11][CH:12]=1)[C:9]([O:13][CH2:14]OC)=[C:8]([C:17]1[CH:21]=[CH:20][S:19][CH:18]=1)[C:7]([CH3:22])=[CH:6]2.C([O-])([O-])=O.[Cs+].[Cs+].FC1[CH:37]=[CH:36][C:33]([CH:34]=[O:35])=[CH:32][CH:31]=1>Cl.O1CCOCC1.O.CCOC(C)=O>[CH3:1][O:2][C:3]1[CH:4]=[C:5]2[C:10](=[CH:11][CH:12]=1)[C:9]([O:13][C:14]1[CH:37]=[CH:36][C:33]([CH:34]=[O:35])=[CH:32][CH:31]=1)=[C:8]([C:17]1[CH:21]=[CH:20][S:19][CH:18]=1)[C:7]([CH3:22])=[CH:6]2 |f:1.2.3,5.6|. Procedure: A solution of 3-(6-Methoxy-1-methoxymethoxy-3-methyl-naphthalen-2-yl)-thiophene (199) (0.347 g, 1.10 mmol) in 4 N HCl/Dioxane (5 mL) was stirred at room temperature for 30 min. The solvent was removed from the reaction mixture, then dissolved in DMSO (3 mL) followed by addition of Cs2CO3 (0.899 g, 2.76 mmol) and 4-fluorobenzaldehye (0.142 mL, 1.32 mmol). The reaction mixture was irradiated with microwave at 80° C. for 4.5 h. Reaction mixture was diluted with water and EtOAc, separated the layers...